From a dataset of the Open Reaction Database (ORD), a public repository of structured organic reaction records. describe an organic reaction: reactants, conditions, products, and yield The reactants are N1CC(C(=O)OCC)CCC1 (ethyl nipecotate), C(C=C)(=O)OCC (ethyl acrylate). Reaction conditions: temperature 80 celsius. Yields the product C(C)OC(CCN1CC(CCC1)C(=O)OCC)=O (ethyl 1-(3-ethoxy-3-oxopropyl)piperidine-3-carboxylate). RXN SMILES: [NH:1]1[CH2:11][CH2:10][CH2:9][CH:3]([C:4]([O:6][CH2:7][CH3:8])=[O:5])[CH2:2]1.[C:12]([O:16][CH2:17][CH3:18])(=[O:15])[CH:13]=[CH2:14]>>[CH2:17]([O:16][C:12](=[O:15])[CH2:13][CH2:14][N:1]1[CH2:11][CH2:10][CH2:9][CH:3]([C:4]([O:6][CH2:7][CH3:8])=[O:5])[CH2:2]1)[CH3:18]. Procedure: A 25 mL round-bottom flask was charged with ethyl nipecotate (8.0 mL, 51.5 mmol, Aldrich) and ethyl acrylate (6.0 mL, 55.4 mmol, Aldrich). The flask was purged with nitrogen and the mixture was heated to 80° C. for 20 hours. The excess ethyl acrylate was removed under reduced pressure. The remaining residue was purified by distillation (0.9 Ton, 122° C.) to provide the title compound: 1H NMR (400 MHz, CDCl3) δ ppm 1.23-1.27 (m, 6H), 1.41-1.59 (m, 2H), 1.69-1.74 (m, 1H), 1.90-1.94 (m, 1H), 2.05 (... Reactants: [OH-].[Na+] (NaOH), ketone, [BH4-].[Na+] (sodium borohydride), O=C1C2=CC=CC=C2OC=2C=CC(=CC12)OCCCCC(=O)O (5-(9-oxoxanthen-2-oxy)valeric acid), [BH4-].[Na+] (Sodium borohydride), EtoAc-MeOH, C(=O)(C(F)(F)F)O.C(Cl)Cl (TFA CH2Cl2). Run in O (water), CC(=O)C (acetone). Conditions: temperature 50 celsius, time 3 hour. Product: OC1C2=CC=CC=C2OC=2C=CC(=CC12)OCCCCC(=O)O (5-(9-Hydroxyxanthen-2-oxy)valeric Acid). RXN SMILES: [OH-].[Na+].[O:3]=[C:4]1[C:17]2[CH:16]=[C:15]([O:18][CH2:19][CH2:20][CH2:21][CH2:22][C:23]([OH:25])=[O:24])[CH:14]=[CH:13][C:12]=2[O:11][C:10]2[C:5]1=[CH:6][CH:7]=[CH:8][CH:9]=2.[BH4-].[Na+].C(O)(C(F)(F)F)=O.C(Cl)Cl>O.CC(C)=O>[OH:3][CH:4]1[C:17]2[CH:16]=[C:15]([O:18][CH2:19][CH2:20][CH2:21][CH2:22][C:23]([OH:25])=[O:24])[CH:14]=[CH:13][C:12]=2[O:11][C:10]2[C:5]1=[CH:6][CH:7]=[CH:8][CH:9]=2 |f:0.1,3.4,5.6|. Procedure details: Aqueous NaOH (9 mL, 1 N, 9 mmol) was added dropwise to adjust a solution of 5-(9-oxoxanthen-2-oxy)valeric acid (2.5 g, 8.0 mmol), prepared as described above, in water (60 mL) to a pH of 8. Sodium borohydride (2.5 g, 66 mmol) was added in small portions over 15 min. The mixture was stirred at 50° C. for 3 hours (TLC showed no starting ketone), and then acetone (60 mL) was added carefully to decompose excess sodium borohydride. The mixture was partially concentrated (to ~70 mL) in vacuo at 25° C....